Dataset: the Open Reaction Database (ORD), a public repository of structured organic reaction records. Task: describe an organic reaction: reactants, conditions, products, and yield The reactants are substituted 2-aminophenol, NC1=C(C=CC=C1)S (2-aminothiophenol), ClCC(=O)O (chloroacetic acid), Heterocyclic, C([O-])([O-])=O.[K+].[K+] (potassium carbonate). The solvent is O (water), polyphosphoric acid. Conditions: temperature 120 celsius. Yields the product ClCC=1OC2=C(N1)C=CC=C2 (2-chloromethylbenzoxazole), ClCC=1SC2=C(N1)C=CC=C2 (2-chloromethylbenzothiazole). Reaction SMILES: [NH2:1][C:2]1[CH:7]=[CH:6][CH:5]=[CH:4][C:3]=1[SH:8].[Cl:9][CH2:10][C:11](O)=[O:12].C(=O)([O-])[O-].[K+].[K+]>O>[Cl:9][CH2:10][C:11]1[O:12][C:3]2[CH:4]=[CH:5][CH:6]=[CH:7][C:2]=2[N:1]=1.[Cl:9][CH2:10][C:11]1[S:8][C:3]2[CH:4]=[CH:5][CH:6]=[CH:7][C:2]=2[N:1]=1 |f:2.3.4|. Procedure: Using literature procedures (Addison, A. W.; Nageswara Rao, T.; Wahlgren, C. G. J. Heterocyclic Chem. 1983, 20, 1481–1484) a substituted 2-aminophenol (or a 2-aminothiophenol (5 mmol)) was mixed with chloroacetic acid (940 mg, 10 mmol) in polyphosphoric acid (5 mL), and the viscous mixture was then heated to 120° C. for 3 hours. The reaction was then cooled, and diluted with water (˜20 mL) and then neutralized with potassium carbonate to pH˜7. The mixture was then extracted with ethyl acetate, a... The reactants are NC=1C=CC(=NC1)OC (5-amino-2-methoxypyridine), C(CC)(=O)CC(=O)OC (methyl propionylacetate), O (water). The reagents and catalysts are C1(=CC=C(C=C1)S(=O)(=O)O)C (p-toluenesulphonic acid). Solvent: C1=CC=CC=C1 (benzene). The product is C(C)C=1NC2=CC=C(N=C2C(C1)=O)OC (2-ethyl-6-methoxy-1,5-naphthyridine-4 (1H)-one). The yield is 39.3%. As a reaction SMILES: [NH2:1][C:2]1[CH:3]=[CH:4][C:5]([O:8][CH3:9])=[N:6][CH:7]=1.[C:10]([CH2:14][C:15](OC)=[O:16])(=O)[CH2:11][CH3:12].O>C1C=CC=CC=1.C1(C)C=CC(S(O)(=O)=O)=CC=1>[CH2:11]([C:10]1[NH:1][C:2]2[C:7]([C:15](=[O:16])[CH:14]=1)=[N:6][C:5]([O:8][CH3:9])=[CH:4][CH:3]=2)[CH3:12]. Procedure details: A solution of 5-amino-2-methoxypyridine (50 g), methyl propionylacetate (57.3 g) and p-toluenesulphonic acid (0.5 g) in benzene (200 ml) was heated under reflux with azeotropic removal of water for 20 hours. Volatile material was removed by evaporation and the residue added to a refluxing eutectic mixture of 26.5% v/v diphenyl and 73.5% v/v diphenyl oxide (140 ml). The solution was heated under reflux for 1 hour, cooled and diluted with hexane (500 ml). The precipitated solid was filtered off an... Starting materials: Cc1cn(-c2ccc(Br)cc2C#N)cn1, N#Cc1ccc(Cn2cnc(N)n2)cc1. The product is Cc1cn(-c2ccc(Nc3ncn(Cc4ccc(C#N)cc4)n3)cc2C#N)cn1. Reaction SMILES: [Br:1][c:2]1[cH:3][cH:4][c:5](-[n:10]2[cH:11][n:12][c:13]([CH3:15])[cH:14]2)[c:6]([C:7]#[N:8])[cH:9]1.[NH2:16][c:17]1[n:18][n:19]([CH2:22][c:23]2[cH:24][cH:25][c:26]([C:27]#[N:28])[cH:29][cH:30]2)[cH:20][n:21]1>>[c:2]1([NH:16][c:17]2[n:18][n:19]([CH2:22][c:23]3[cH:24][cH:25][c:26]([C:27]#[N:28])[cH:29][cH:30]3)[cH:20][n:21]2)[cH:3][cH:4][c:5](-[n:10]2[cH:11][n:12][c:13]([CH3:15])[cH:14]2)[c:6]([C:7]#[N:8])[cH:9]1. Reactants: C(C)(=O)C12CC3CC(CC(C1)C3)C2 (1-acetyladamantane), Cl (hydrochloric acid), [BH4-].[Na+] (sodium borohydride), [OH-].[Na+] (sodium hydroxide). Run in O (water), CO (methanol). Conditions: time 30 minute. Yields the product CC(O)C12CC3CC(CC(C1)C3)C2 (α-methyl-1-adamantanemethanol). The yield is 98.9%. RXN SMILES: [C:1]([C:4]12[CH2:13][CH:8]3[CH2:9][CH:10]([CH2:12][CH:6]([CH2:7]3)[CH2:5]1)[CH2:11]2)(=[O:3])[CH3:2].[OH-].[Na+].[BH4-].[Na+].Cl>O.CO>[CH3:2][CH:1]([C:4]12[CH2:13][CH:8]3[CH2:9][CH:10]([CH2:12][CH:6]([CH2:7]3)[CH2:5]1)[CH2:11]2)[OH:3] |f:1.2,3.4|. Procedure details: To a mixture of 45.0 g of 1-acetyladamantane obtained according to the process of Production Example 1, 100 ml of methanol, and 20 ml of a 0.1 N sodium hydroxide aqueous solution on a water bath, 4.8 g of sodium borohydride was gradually added over 30 minutes. The mixture was stirred for further 30 minutes, was neutralized with a 1 N hydrochloric acid aqueous solution, and 200 ml of water was added to the neutralized mixture. The obtained crystal was filtrated, was washed with water, and was dri...